From a dataset of the Open Reaction Database (ORD), a public repository of structured organic reaction records. describe an organic reaction: reactants, conditions, products, and yield Reactants: CC1(C2CCCC2)Cc2cc(O)c(Cl)c(Cl)c2C1=O, Cl, [Na+], O=C1CCO1, [OH-]. Product: CC1(C2CCCC2)Cc2cc(OCCC(=O)O)c(Cl)c(Cl)c2C1=O. RXN SMILES: [CH:1]1([C:6]2([CH3:19])[C:7](=[O:18])[c:8]3[c:9]([Cl:17])[c:10]([Cl:16])[c:11]([OH:15])[cH:12][c:13]3[CH2:14]2)[CH2:2][CH2:3][CH2:4][CH2:5]1.[ClH:25].[Na+:27].[O:20]=[C:21]1[CH2:22][CH2:23][O:24]1.[OH-:26]>>[CH:1]1([C:6]2([CH3:19])[C:7](=[O:18])[c:8]3[c:9]([Cl:17])[c:10]([Cl:16])[c:11]([O:15][CH2:23][CH2:22][C:21](=[O:20])[OH:24])[cH:12][c:13]3[CH2:14]2)[CH2:2][CH2:3][CH2:4][CH2:5]1.